Task: describe an organic reaction: reactants, conditions, products, and yield. Dataset: the Open Reaction Database (ORD), a public repository of structured organic reaction records Reactants: CC(=O)O, O=C(OCC(Cl)(Cl)Cl)N1CCC(Oc2ccc3ccccc3c2)CC1, C1CCOC1, O, [Zn]. Product: c1ccc2cc(OC3CCNCC3)ccc2c1. RXN SMILES: [CH3:26][C:27](=[O:28])[OH:29].[Cl:1][C:2]([Cl:3])([Cl:4])[CH2:5][O:6][C:24]([N:7]1[CH2:8][CH2:9][CH:10]([O:13][c:14]2[cH:15][c:16]3[cH:17][cH:18][cH:19][cH:20][c:21]3[cH:22][cH:23]2)[CH2:11][CH2:12]1)=[O:25].[O:30]1[CH2:31][CH2:32][CH2:33][CH2:34]1.[OH2:35].[Zn:36]>>[NH:7]1[CH2:8][CH2:9][CH:10]([O:13][c:14]2[cH:15][c:16]3[cH:17][cH:18][cH:19][cH:20][c:21]3[cH:22][cH:23]2)[CH2:11][CH2:12]1. Starting materials: O1CCCC1 (tetrahydrofuran), IC1=CC=CC=C1 (iodobenzene), C(CC#C)N1C(C=2C(C1=O)=CC=CC2)=O (N-(3-butynyl)phthalimide). Reagents/catalysts: Cl[Pd]([P](C1=CC=CC=C1)(C2=CC=CC=C2)C3=CC=CC=C3)([P](C4=CC=CC=C4)(C5=CC=CC=C5)C6=CC=CC=C6)Cl (dichlorobis(triphenylphosphine)palladium), [Cu](I)I (copper iodide). The solvent is C(C)N(CC)CC (triethylamine). The product is C1(=CC=CC=C1)C#CCCN1C(C2=CC=CC=C2C1=O)=O (2-(4-Phenyl-3-butynyl)isoindol-1,3-dione). Isolated yield 89.6%. RXN SMILES: O1CCCC1.I[C:7]1[CH:12]=[CH:11][CH:10]=[CH:9][CH:8]=1.[CH2:13]([N:17]1[C:21](=[O:22])[C:20]2=[CH:23][CH:24]=[CH:25][CH:26]=[C:19]2[C:18]1=[O:27])[CH2:14][C:15]#[CH:16]>Cl[Pd](Cl)([P](C1C=CC=CC=1)(C1C=CC=CC=1)C1C=CC=CC=1)[P](C1C=CC=CC=1)(C1C=CC=CC=1)C1C=CC=CC=1.[Cu](I)I.C(N(CC)CC)C>[C:7]1([C:16]#[C:15][CH2:14][CH2:13][N:17]2[C:21](=[O:22])[C:20]3[C:19](=[CH:26][CH:25]=[CH:24][CH:23]=3)[C:18]2=[O:27])[CH:12]=[CH:11][CH:10]=[CH:9][CH:8]=1 |^1:30,49|. Procedure: Under a nitrogen atmosphere, 35 ml of tetrahydrofuran, 3.06 g of iodobenzene, and 9.0 ml of triethylamine were added to 535 mg of dichlorobis(triphenylphosphine)palladium, 145 mg of copper iodide, and 3.00 g of N-(3-butynyl)phthalimide. The obtained mixture was stirred under reflux for 4 hours. After completion of the stirring, the reaction solution was cooled to a room temperature, and a solid was then filtrated. The filtrate was concentrated, and the residue was then purified by column chromat... Starting materials: C1(=CC=CC=C1)C1C(C1)C(=O)Cl (2-phenylcyclopropanecarbonyl chloride), C(C1=CC=CC=C1)NC(=O)C1=C(N=C(S1)N)C (2-amino-4-methylthiazole-5-carboxylic acid benzylamide). Product: C(C1=CC=CC=C1)NC(=O)C1=C(N=C(S1)NC(=O)C1C(C1)C1=CC=CC=C1)C (4-Methyl-2-[(2-phenylcyclopropanecarbonyl)amino]thiazole-5-carboxylic Acid Benzylamide). Yield: 73.0%. RXN SMILES: [C:1]1([CH:7]2[CH2:9][CH:8]2[C:10](Cl)=[O:11])[CH:6]=[CH:5][CH:4]=[CH:3][CH:2]=1.[CH2:13]([NH:20][C:21]([C:23]1[S:27][C:26]([NH2:28])=[N:25][C:24]=1[CH3:29])=[O:22])[C:14]1[CH:19]=[CH:18][CH:17]=[CH:16][CH:15]=1>>[CH2:13]([NH:20][C:21]([C:23]1[S:27][C:26]([NH:28][C:10]([CH:8]2[CH2:9][CH:7]2[C:1]2[CH:6]=[CH:5][CH:4]=[CH:3][CH:2]=2)=[O:11])=[N:25][C:24]=1[CH3:29])=[O:22])[C:14]1[CH:19]=[CH:18][CH:17]=[CH:16][CH:15]=1. Reported procedure: Following the procedure as described in Example 2, making variations only as required to use 2-phenylcyclopropanecarbonyl chloride in place of benzoyl chloride to react with 2-amino-4-methylthiazole-5-carboxylic acid benzylamide, the title compound was obtained as a white solid in 73% yield; 1H NMR (DMSO-d6, 300 MHz) δ 7.38-7.03 (m, 10H), 5.87 (s, br, 1H), 4.56-4.50 (m, 2H), 2.70-2.63 (m, 1H), 2.41 (s, 3H), 1.81-1.73 (m, 2H), 1.52-1.23 (m, 1H); MS (ES+) m/z 391.8 (M+1). Starting materials: CC(C)(C)S(N)=O, CC(C)[O-], CC(C)[O-], CC(C)[O-], CC(C)[O-], CC(C)(C)OC(=O)c1ccc(C=O)s1, ClCCl, O, [Ti+4]. The product is CC(C)(C)OC(=O)c1ccc(C=NS(=O)C(C)(C)C)s1. As a reaction SMILES: [CH3:1][C:2]([CH3:3])([CH3:4])[S:5](=[O:6])[NH2:7].[CH3:26][CH:27]([CH3:28])[O-:29].[CH3:30][CH:31]([CH3:32])[O-:33].[CH3:34][CH:35]([CH3:36])[O-:37].[CH3:38][CH:39]([CH3:40])[O-:41].[CH:8](=[O:9])[c:10]1[cH:11][cH:12][c:13]([C:15](=[O:16])[O:17][C:18]([CH3:19])([CH3:20])[CH3:21])[s:14]1.[Cl:23][CH2:24][Cl:25].[OH2:22].[Ti+4:42]>>[CH3:1][C:2]([CH3:3])([CH3:4])[S:5](=[O:6])[N:7]=[CH:8][c:10]1[cH:11][cH:12][c:13]([C:15](=[O:16])[O:17][C:18]([CH3:19])([CH3:20])[CH3:21])[s:14]1.